This data is from the Open Reaction Database (ORD), a public repository of structured organic reaction records. The task is: describe an organic reaction: reactants, conditions, products, and yield Reactants: O=C(Cl)OC(Cl)(Cl)Cl, C1CCOC1, O=c1[nH]c2ccccc2[nH]1. Yields the product O=C(Cl)n1c(=O)[nH]c2ccccc21. As a reaction SMILES: [Cl:11][C:12]([O:15][C:13]([Cl:14])=[O:16])([Cl:17])[Cl:18].[O:19]1[CH2:20][CH2:21][CH2:22][CH2:23]1.[nH:1]1[c:2](=[O:10])[nH:3][c:4]2[c:5]1[cH:6][cH:7][cH:8][cH:9]2>>[nH:1]1[c:2](=[O:10])[n:3]([C:12]([Cl:11])=[O:15])[c:4]2[c:5]1[cH:6][cH:7][cH:8][cH:9]2.